From a dataset of the Open Reaction Database (ORD), a public repository of structured organic reaction records. describe an organic reaction: reactants, conditions, products, and yield The reactants are CC1(CCC2(OCCO2)CC1)C#N (8-methyl-1,4-dioxa-spiro[4.5]decane-8-carbonitrile), C([O-])(O)=O.[Na+] (sodium bicarbonate). The solvent is C(C)(=O)O (acetic acid), [Cl-].[Na+].O (brine). Product: CC1(CCC(CC1)=O)C#N (1-Methyl-4-oxo-cyclohexanecarbonitrile). Isolated yield 62.8%. Reaction SMILES: [CH3:1][C:2]1([C:12]#[N:13])[CH2:11][CH2:10][C:5]2(OCC[O:6]2)[CH2:4][CH2:3]1.C(=O)(O)[O-].[Na+]>C(O)(=O)C.[Cl-].[Na+].O>[CH3:1][C:2]1([C:12]#[N:13])[CH2:11][CH2:10][C:5](=[O:6])[CH2:4][CH2:3]1 |f:1.2,4.5.6|. Procedure: Alternatively the compound could be obtained by heating 14.2 g of 8-methyl-1,4-dioxa-spiro[4.5]decane-8-carbonitrile in 190 mL of 80% acetic acid under reflux until conversion was complete. The mixture was cooled and poured onto 1.2 L of cold, saturated sodium bicarbonate solution. 600 mL of brine were added and the mixture was extracted several times with ethyl acetate. The combined ethyl acetate layers were washed with brine, dried over magnesium sulphate and evaporated. The residue was taken ... Reactants: CI (methyl iodide), ClC1=C(COC=2C=CC=C3C=CC(=NC23)C)C(=CC=C1NC(CN1C(C=2C(C1=O)=CC=CC2)=O)=O)Cl (8-[2,6-dichloro-3-(phthalimidoacetylamino)benzyloxy]-2-methylquinoline), CN(C=O)C (N,N-dimethylformamide), [H-].[Na+] (sodium hydride). Solvent: O (water). Conditions: time 30 minute. Product: ClC1=C(COC=2C=CC=C3C=CC(=NC23)C)C(=CC=C1N(C)C(CN1C(C=2C(C1=O)=CC=CC2)=O)=O)Cl (8-[2,6-dichloro-3-[N-(phthalimidoacetyl)-N-methylamino]benzyloxy]-2-methylquinoline). Reaction SMILES: [Cl:1][C:2]1[C:20]([NH:21][C:22](=[O:35])[CH2:23][N:24]2[C:28](=[O:29])[C:27]3=[CH:30][CH:31]=[CH:32][CH:33]=[C:26]3[C:25]2=[O:34])=[CH:19][CH:18]=[C:17]([Cl:36])[C:3]=1[CH2:4][O:5][C:6]1[CH:7]=[CH:8][CH:9]=[C:10]2[C:15]=1[N:14]=[C:13]([CH3:16])[CH:12]=[CH:11]2.[CH3:37]N(C)C=O.[H-].[Na+].CI>O>[Cl:1][C:2]1[C:20]([N:21]([C:22](=[O:35])[CH2:23][N:24]2[C:25](=[O:34])[C:26]3=[CH:33][CH:32]=[CH:31][CH:30]=[C:27]3[C:28]2=[O:29])[CH3:37])=[CH:19][CH:18]=[C:17]([Cl:36])[C:3]=1[CH2:4][O:5][C:6]1[CH:7]=[CH:8][CH:9]=[C:10]2[C:15]=1[N:14]=[C:13]([CH3:16])[CH:12]=[CH:11]2 |f:2.3|. Procedure details: To a mixture of 8-[2,6-dichloro-3-(phthalimidoacetylamino)benzyloxy]-2-methylquinoline (4.44 g) and N,N-dimethylformamide (44 ml) was added sodium hydride (60% in oil, 375 mg) in an ice-water bath. After stirring for 30 minutes in an ice-water bath, methyl iodide (0.6 ml) was added thereto and the mixture was stirred at ambient temperature for 1 hour. To this mixture was added, water (88 ml) in an ice-water bath and the mixture was stirred at the same temperature for 1.5 hours. The precipitate w... Starting materials: Cl.CC1(C(N(C2=NC=CN=C21)C2CCNCC2)=O)C (7,7-dimethyl-5-(piperidin-4-yl)-5H-pyrrolo[2,3-b]pyrazin-6(7H)-one hydrochloride), Cl.CC1(C(N(C2=NC=CN=C21)C2CCNCC2)=O)C (7,7-dimethyl-5-(piperidin-4-yl)-5H-pyrrolo[2,3-b]pyrazin-6(7H)-one hydrochloride), ClC1=NC2=CC=C(C=C2C=N1)F (2-chloro-6-fluoroquinazoline), C([O-])([O-])=O.[K+].[K+] (potassium carbonate), O (H2O). The solvent is CS(=O)C (DMSO). Reaction conditions: temperature 110 celsius. Product: FC=1C=C2C=NC(=NC2=CC1)N1CCC(CC1)N1C(C(C=2C1=NC=CN2)(C)C)=O (5-(1-(6-fluoroquinazolin-2-yl)piperidin-4-yl)-7,7-dimethyl-5H-pyrrolo[2,3-b]pyrazin-6(7H)-one). Isolated yield 35.2%. RXN SMILES: Cl.[CH3:2][C:3]1([CH3:19])[C:11]2[C:6](=[N:7][CH:8]=[CH:9][N:10]=2)[N:5]([CH:12]2[CH2:17][CH2:16][NH:15][CH2:14][CH2:13]2)[C:4]1=[O:18].Cl[C:21]1[N:30]=[CH:29][C:28]2[C:23](=[CH:24][CH:25]=[C:26]([F:31])[CH:27]=2)[N:22]=1.C(=O)([O-])[O-].[K+].[K+].O>CS(C)=O>[F:31][C:26]1[CH:27]=[C:28]2[C:23](=[CH:24][CH:25]=1)[N:22]=[C:21]([N:15]1[CH2:16][CH2:17][CH:12]([N:5]3[C:6]4=[N:7][CH:8]=[CH:9][N:10]=[C:11]4[C:3]([CH3:19])([CH3:2])[C:4]3=[O:18])[CH2:13][CH2:14]1)[N:30]=[CH:29]2 |f:0.1,3.4.5|. Procedure details: A mixture of 7,7-dimethyl-5-(piperidin-4-yl)-5H-pyrrolo[2,3-b]pyrazin-6(7H)-one hydrochloride (Intermediate 78) (0.088 g, 0.311 mmol), 2-chloro-6-fluoroquinazoline (0.063 g, 0.342 mmol), and potassium carbonate (0.129 g, 0.934 mmol) in DMSO (3 mL) was heated at 110° C. overnight. The mixture was cooled, H2O was added, and the solid was collected, dried, and purified by ISCO (40% EtOAc/Hexanes) to give the title compound (43 mg, 35%). MS (M+1): 393. 1H NMR (400 MHz, DMSO-d6) δ ppm 9.23 (1 H, s), ... The reactants are Cl.COC1=NC=CC(=C1)CCN (2-(2-methoxypyridin-4-yl)ethanamine hydrochloride), Br (HBr). Run in CC(=O)O (HOAc). Yields the product Br.NCCC1=CC(NC=C1)=O (4-(2-aminoethyl)pyridin-2(1H)-one hydrobromide). Yield: 86.0%. RXN SMILES: Cl.C[O:3][C:4]1[CH:9]=[C:8]([CH2:10][CH2:11][NH2:12])[CH:7]=[CH:6][N:5]=1.[BrH:13]>CC(O)=O>[BrH:13].[NH2:12][CH2:11][CH2:10][C:8]1[CH:7]=[CH:6][NH:5][C:4](=[O:3])[CH:9]=1 |f:0.1,4.5|. Procedure details: A solution of 2-(2-methoxypyridin-4-yl)ethanamine hydrochloride (0.8 g, 4.23 mmol) was dissolved in 45% HBr (7 mL) and HOAc (7 mL). The mixture was heated to reflux for 4 hours and then the solvent was removed under reduce pressure. The residue was washed with THF (20 mL) and dried to give 4-(2-aminoethyl)pyridin-2(1H)-one hydrobromide (0.8 g 86%) as a grey solid. LC-MS: 139 [M+H]+, tR=0.28 min. Reactants: N1C=CC2=CC(=CC=C12)C(=O)OC (methyl indole-5-carboxylate), BrC1=CC=C(C=C1)C(F)(F)F (1-bromo-4-trifluoromethyl-benzene), CN[C@H]1[C@@H](CCCC1)NC (trans-N,N′-dimethylcyclohexane-1,2-diamine), [O-]P(=O)([O-])[O-].[K+].[K+].[K+] (K3PO4). Reagents/catalysts: [Cu]I (CuI). The solvent is C1(=CC=CC=C1)C (toluene), C(Cl)Cl (CH2Cl2). Reaction conditions: temperature 110 celsius. Product: FC(C1=CC=C(C=C1)N1C=CC2=CC(=CC=C12)C(=O)OC)(F)F (Methyl 1-(4-trifluoromethylphenyl)-indole-5-carboxylate). Isolated yield 82.4%. RXN SMILES: [NH:1]1[C:9]2[C:4](=[CH:5][C:6]([C:10]([O:12][CH3:13])=[O:11])=[CH:7][CH:8]=2)[CH:3]=[CH:2]1.Br[C:15]1[CH:20]=[CH:19][C:18]([C:21]([F:24])([F:23])[F:22])=[CH:17][CH:16]=1.CN[C@@H]1CCCC[C@H]1NC.[O-]P([O-])([O-])=O.[K+].[K+].[K+]>C1(C)C=CC=CC=1.C(Cl)Cl.[Cu]I>[F:22][C:21]([F:24])([F:23])[C:18]1[CH:19]=[CH:20][C:15]([N:1]2[C:9]3[C:4](=[CH:5][C:6]([C:10]([O:12][CH3:13])=[O:11])=[CH:7][CH:8]=3)[CH:3]=[CH:2]2)=[CH:16][CH:17]=1 |f:3.4.5.6|. Procedure: A mixture of methyl indole-5-carboxylate 19a (2 g, 11.4 mmol), 1-bromo-4-trifluoromethyl-benzene 19b (2.8 g, 12.5 mmol), CuI (0.22 g, 1.14 mmol), trans-N,N′-dimethylcyclohexane-1,2-diamine (0.54 mL, 3.43 mmol), and K3PO4 (6.06 g, 28.5 mmol) in toluene (12 mL) was heated at 110° C. for 7 h. The reaction mixture was diluted with CH2Cl2 and filtered. The solution was concentrated and the residue was purified by flash column chromatography (silica gel, 20% EtOAc/heptane) to give compound 19c (3.0 g)... The reactants are C(CCCCCCC)(=O)Cl (octanoyl chloride), N[C@@H]([C@H](O)C1=C(C=CC=C1)OC)CN1CCCC1 ((1R,2R)-2-amino-1-(2-methoxyphenyl)-3-(pyrrolidin-1-yl)propan-1-ol), N[C@@H]([C@H](O)C1=C(C=CC=C1)OC)CN1CCCC1 ((1R,2R)-2-amino-1-(2-methoxyphenyl)-3-(pyrrolidin-1-yl)propan-1-ol), CCN(C(C)C)C(C)C (Hunig's Base). Run in C1CCOC1 (THF), CCOC(=O)C (EtOAc). Reaction conditions: time 8 hour. Product: O[C@@H]([C@@H](CN1CCCC1)NC(CCCCCCC)=O)C1=C(C=CC=C1)OC (N-((1R,2R)-1-hydroxy-1-(2-methoxyphenyl)-3-(pyrrolidin-1-yl)propan-2-yl)octanamide). The yield is 22.5%. Reaction SMILES: [NH2:1][C@H:2]([CH2:13][N:14]1[CH2:18][CH2:17][CH2:16][CH2:15]1)[C@@H:3]([C:5]1[CH:10]=[CH:9][CH:8]=[CH:7][C:6]=1[O:11][CH3:12])[OH:4].CCN(C(C)C)C(C)C.[C:28](Cl)(=[O:36])[CH2:29][CH2:30][CH2:31][CH2:32][CH2:33][CH2:34][CH3:35]>C1COCC1.CCOC(C)=O>[OH:4][C@H:3]([C:5]1[CH:10]=[CH:9][CH:8]=[CH:7][C:6]=1[O:11][CH3:12])[C@H:2]([NH:1][C:28](=[O:36])[CH2:29][CH2:30][CH2:31][CH2:32][CH2:33][CH2:34][CH3:35])[CH2:13][N:14]1[CH2:15][CH2:16][CH2:17][CH2:18]1. Procedure: To a 0° C. solution of (1R,2R)-2-amino-1-(2-methoxyphenyl)-3-(pyrrolidin-1-yl)propan-1-ol (0.1 g, 0.40 mmol) (compound 6) in THF (5 ml) was added Hunig's Base (0.07 g, 0.52 mmol), followed by the dropwise addition of octanoyl chloride (0.07 g, 0.40 mmol). The resulting mixture was allowed to stir overnight at room temperature, diluted with EtOAc, and washed with satd. aq. NaHCO3, satd. aq. NaCl, and dried over MgSO4. Purified by flash silica chromatography (MeOH/CH2Cl2) to give a yellow oil (0.0... Reactants: CC1=C(C=CC=C1)NC(NN)=S (4-(2-methylphenyl)-3-thiosemicarbazide), ClC(C(=O)OCC)C(=O)C (ethyl 2-chloroacetoacetate), O (water), Cl (hydrogen chloride). Run in C(C)O (ethanol), CO (methanol), CC(=O)C (acetone). Conditions: time 1 hour. Yields the product CC1=C(C(=NN1)NC1=C(C=CC=C1)C)C(=O)OCC (5-Methyl-3-[(2-methylphenyl)amino]-1H-pyrazole-4-carboxylic acid, ethyl ester). RXN SMILES: [CH3:1][C:2]1[CH:7]=[CH:6][CH:5]=[CH:4][C:3]=1[NH:8][C:9](=S)[NH:10][NH2:11].Cl[CH:14]([C:20]([CH3:22])=O)[C:15]([O:17][CH2:18][CH3:19])=[O:16].Cl.O>C(O)C.CC(C)=O.CO>[CH3:22][C:20]1[NH:11][N:10]=[C:9]([NH:8][C:3]2[CH:4]=[CH:5][CH:6]=[CH:7][C:2]=2[CH3:1])[C:14]=1[C:15]([O:17][CH2:18][CH3:19])=[O:16]. Procedure: A stirred slurry of 4-(2-methylphenyl)-3-thiosemicarbazide, 15.3 g (0.08 mole), in 100 mL of absolute ethanol was treated under nitrogen atmosphere with ethyl 2-chloroacetoacetate, 13.61 g (0.08 mole). After stirring for 1 hr the slurry had turned from white to yellow with most of the material going into solution. The reaction mixture was treated with 50 mL of 2N ethanolic hydrogen chloride and stirred for 18 hr., after which the reaction mixture was heated at reflux for 2 hours. A clear orange ...